Dataset: the Open Reaction Database (ORD), a public repository of structured organic reaction records. Task: describe an organic reaction: reactants, conditions, products, and yield Reactants: ClC1=NC=C(C(=C1N)C)Cl (2,5-dichloro-4-methyl-3-aminopyridine), 100.7g, ClC1=C(C(=O)Cl)C=CC=N1 (2-chloronicotinic acid chloride), N1=CC=CC=C1 (pyridine), 1l, O (water), crude product. Solvent: C1CCCCC1 (cyclohexane), O1CCOCC1 (1,4-dioxane), O1CCOCC1 (1,4-dioxane), [OH-].[Na+] (sodium hydroxide), [OH-].[Na+] (NaOH). Run at time 2 day. The product is C1(CC1)N1C2=C(NC(C3=C1N=CC=C3)=O)C(=CC=N2)C (11-CYCLOPROPYL-5,11-DIHYDRO-4-METHYL-6H-DIPYRIDO[3,2-b:2',3'-e][1,4]DIAZEPIN-6-ONE). As a reaction SMILES: Cl[C:2]1[C:7]([NH2:8])=[C:6]([CH3:9])[C:5](Cl)=[CH:4][N:3]=1.Cl[C:12]1[N:20]=[CH:19][CH:18]=[CH:17][C:13]=1[C:14](Cl)=[O:15].O.[N:22]1[CH:27]=[CH:26][CH:25]=CC=1>C1CCCCC1.O1CCOCC1.[OH-].[Na+]>[CH:27]1([N:22]2[C:12]3[N:20]=[CH:19][CH:18]=[CH:17][C:13]=3[C:14](=[O:15])[NH:8][C:7]3[C:6]([CH3:9])=[CH:5][CH:4]=[N:3][C:2]2=3)[CH2:25][CH2:26]1 |f:6.7|. Procedure details: To a solution of 90.0 g (0.508 mole) of 2,5-dichloro-4-methyl-3-aminopyridine in 225ml of cyclohexane, 220ml of pyridine, and 50ml of 1,4-dioxane was added in portions over 15 minutes a solution of 100.7g (0.571 mole) of 2-chloronicotinic acid chloride in 200 ml of 1,4-dioxane. At the end of the addition, the reaction temperature reached 50° C. The mixture was stirred at room temperature for 2 days. The wet filter cake was heated at mild reflux overnight in 1l of water containing 25ml of 1N NaOH... Reactants: C(CCC(=O)C)(=O)O (levulinic acid), CO (methanol). Reaction conditions: time 24 hour. The product is COC(CCC(=O)C)=O (Levulinic acid methyl ester). RXN SMILES: [C:1]([OH:8])(=[O:7])[CH2:2][CH2:3][C:4]([CH3:6])=[O:5].[CH3:9]O>>[CH3:9][O:7][C:1](=[O:8])[CH2:2][CH2:3][C:4]([CH3:6])=[O:5]. Procedure details: Combine levulinic acid (6.0 g) and Amberlyst 15 in methanol (75 mL). After 24 hours, remove the resin by filtration and evaporate in vacuo to obtain a residue. Partition the residue between ethyl acetate and saturated sodium bicarbonate solution. Dry the organic layer over MgSO4, filter, and evaporate in vacuo to give the title compound. The reactants are FC(C=1C=C(C=CC1)CC(C)=O)(F)F (1-(3-trifluoromethylphenyl)-2-propanone), C1(=CC=CC=C1)[C@@H](C)N ((R)-1-phenylethylamine), C(CCCCCCC\C=C/CCCCCCCC)(=O)O (oleic acid), CC(CC)N ((RS)-1-methylpropylamine). Solvent: C(C(CO)(CO)N)O.Cl (Tris hydrochloric acid). Product: FC(C=1C=C(C=CC1)C[C@@H](C)N)(F)F ((R)-1-(3-trifluoromethylphenyl)-2-aminopropane). Yield: 65.0%. As a reaction SMILES: [CH3:1][CH:2]([NH2:5])[CH2:3][CH3:4].[F:6][C:7]([F:19])([F:18])[C:8]1[CH:9]=C(CC(=O)C)[CH:11]=[CH:12][CH:13]=1.C1([C@H](N)C)C=CC=CC=1.C(O)(=O)CCCCCCC/C=C\CCCCCCCC>C(O)C(N)(CO)CO.Cl>[F:6][C:7]([F:19])([F:18])[C:8]1[CH:9]=[C:4]([CH2:3][C@H:2]([NH2:5])[CH3:1])[CH:11]=[CH:12][CH:13]=1 |f:4.5|. Procedure details: The Arthrobacter species KNK168 strain was subjected to shaking culture by using (RS)-1-methylpropylamine as an inducer for enzyme in the same manner as Example 6. The cells harvested from 1 liter culture were suspended in 1 liter of 0.1 M Tris-hydrochloric acid buffer. Thereto were added a mixture of 30 g 1-(3-trifluoromethylphenyl)-2-propanone, 18 g (R)-1-phenylethylamine, and 44 g oleic acid (pH 8.5), and the resulting mixture was reacted at 30° C. for 40 hours. After reaction, the extraction... Reactants: CCOC(=O)Nc1nc(C(Br)C(=O)OC)ns1, CC#N, ClCCl, [O-][n+]1ccccc1. Product: CCOC(=O)Nc1nc(C(=O)C(=O)OC)ns1. RXN SMILES: [CH2:1]([CH3:2])[O:3][C:4](=[O:5])[NH:6][c:7]1[n:8][c:9]([CH:12]([C:13](=[O:14])[O:15][CH3:16])[Br:17])[n:10][s:11]1.[CH3:18][C:19]#[N:20].[Cl:28][CH2:29][Cl:30].[O-:21][n+:22]1[cH:23][cH:24][cH:25][cH:26][cH:27]1>>[CH2:1]([CH3:2])[O:3][C:4](=[O:5])[NH:6][c:7]1[n:8][c:9]([C:12]([C:13](=[O:14])[O:15][CH3:16])=[O:21])[n:10][s:11]1.